From a dataset of the Open Reaction Database (ORD), a public repository of structured organic reaction records. describe an organic reaction: reactants, conditions, products, and yield The reactants are COC1=CC=C(C=C1)CC(=O)C1=CC=CC=C1 (2-(4-methoxyphenyl)-1-phenylethanone), C(C)OC=1C=C(C=O)C=C(C1O)[N+](=O)[O-] (3-ethoxy-4-hydroxy-5-nitrobenzaldehyde), NC(=O)N (urea), Cl (HCl). Solvent: C(C)O (ethanol). The product is C(C)OC=1C=C(C=C(C1O)[N+](=O)[O-])C1NC(NC(=C1C1=CC=C(C=C1)OC)C1=CC=CC=C1)=O (4-(3-ethoxy-4-hydroxy-5-nitrophenyl)-5-(4-methoxyphenyl)-6-phenyl-3,4-dihydropyrimidin-2(1H)-one). The yield is 10.8%. RXN SMILES: [CH3:1][O:2][C:3]1[CH:8]=[CH:7][C:6]([CH2:9][C:10]([C:12]2[CH:17]=[CH:16][CH:15]=[CH:14][CH:13]=2)=O)=[CH:5][CH:4]=1.[CH2:18]([O:20][C:21]1[CH:22]=[C:23]([CH:26]=[C:27]([N+:30]([O-:32])=[O:31])[C:28]=1[OH:29])[CH:24]=O)[CH3:19].[NH2:33][C:34]([NH2:36])=[O:35].Cl>C(O)C>[CH2:18]([O:20][C:21]1[CH:22]=[C:23]([CH:24]2[C:9]([C:6]3[CH:7]=[CH:8][C:3]([O:2][CH3:1])=[CH:4][CH:5]=3)=[C:10]([C:12]3[CH:17]=[CH:16][CH:15]=[CH:14][CH:13]=3)[NH:36][C:34](=[O:35])[NH:33]2)[CH:26]=[C:27]([N+:30]([O-:32])=[O:31])[C:28]=1[OH:29])[CH3:19]. Procedure: To a solution of 2-(4-methoxyphenyl)-1-phenylethanone (100 mg, 0.44 mmol), 3-ethoxy-4-hydroxy-5-nitrobenzaldehyde (93 mg, 0.44 mmol), and urea (60 mg, 1.32 mmol) in 20 mL of ethanol was added 0.2 mL of concentrated HCl, the mixture was stirred at reflux for 4 days. After the solvent was removed under reduced pressure, the residue was purified by thin layer chromatography (PE:EtOAc=1:2) to give Compound 19 (22 mg, yield 10.8%). 1H NMR (CD3OD 400 MHz): δ7.55 (s, 1H), 7.20 (s, 5H), 7.12 (s, 1H), 6.... Reactants: BrC(C(=O)C1=CC=C(C=C1)F)C1=CC=C(C=C1)S(=O)(=O)C (2-bromo-1-(4-fluorophenyl)-2-(4-(methylsulfonyl)phenyl)-ethanone), C(C)(=S)N (thioacetamide), N1=CC=CC=C1 (pyridine). The solvent is C(C)O (ethanol). Product: FC1=CC=C(C=C1)C=1N=C(SC1C1=CC=C(C=C1)S(=O)(=O)C)C (4-(4-Fluorophenyl)-2-methyl-5-(4-(methylsulfonyl)phenyl)-thiazole). Isolated yield 31.1%. As a reaction SMILES: Br[CH:2]([C:12]1[CH:17]=[CH:16][C:15]([S:18]([CH3:21])(=[O:20])=[O:19])=[CH:14][CH:13]=1)[C:3]([C:5]1[CH:10]=[CH:9][C:8]([F:11])=[CH:7][CH:6]=1)=O.[C:22]([NH2:25])(=[S:24])[CH3:23].N1C=CC=CC=1>C(O)C>[F:11][C:8]1[CH:9]=[CH:10][C:5]([C:3]2[N:25]=[C:22]([CH3:23])[S:24][C:2]=2[C:12]2[CH:17]=[CH:16][C:15]([S:18]([CH3:21])(=[O:20])=[O:19])=[CH:14][CH:13]=2)=[CH:6][CH:7]=1. Procedure details: To 2-bromo-1-(4-fluorophenyl)-2-(4-(methylsulfonyl)phenyl)-ethanone (1.10 g) in ethanol (15.0 mL) were added thioacetamide (0.266 g) and pyridine (0.300 mL). After refluxing for 2 h, the reaction mixture was extracted with EtOAc, 25% NH4OAc and purified by flash chromatography (50% EtOAc in hexane then 90% Et2O in hexane) to yield the title compound (0.320 g). Starting materials: CCN(C(C)C)C(C)C (DIEA), [Si](C1=CC=CC=C1)(C1=CC=CC=C1)(C(C)(C)C)OCC=1C(=C(C2=C(C(=NO2)C(=O)NN)C1)F)N1C[C@H](O[C@H](C1)C)C (5-((tert-Butyldiphenylsilyloxy)methyl)-6-((2R,6S)-2,6-dimethylmorpholino)-7-fluorobenzo[d]isoxazole-3-carbohydrazide), [Si](C1=CC=CC=C1)(C1=CC=CC=C1)(C(C)(C)C)OCC=1C(=C(C2=C(C(=NO2)C(=O)NN)C1)F)N1C[C@H](O[C@H](C1)C)C (5-((tert-Butyldiphenylsilyloxy)methyl)-6-((2R,6S)-2,6-dimethylmorpholino)-7-fluorobenzo[d]isoxazole-3-carbohydrazide), N1(C=NC=C1)C(=O)N1C=NC=C1 (di(1H-imidazol-1-yl)methanone). Solvent: C1CCOC1 (THF), C(C)(=O)OCC (ethyl acetate). Yields the product [Si](C1=CC=CC=C1)(C1=CC=CC=C1)(C(C)(C)C)OCC=1C(=C(C2=C(C(=NO2)C2=NNC(O2)=O)C1)F)N1C[C@H](O[C@H](C1)C)C (5-(5-((tert-butyldiphenylsilyloxy)methyl)-6-((2R,6S)-2,6-dimethylmorpholino)-7-fluorobenzo[d]isoxazol-3-yl)-1,3,4-oxadiazol-2(3H)-one). Isolated yield 96.6%. As a reaction SMILES: [Si:1]([O:18][CH2:19][C:20]1[C:21]([N:34]2[CH2:39][C@H:38]([CH3:40])[O:37][C@H:36]([CH3:41])[CH2:35]2)=[C:22]([F:33])[C:23]2[O:27][N:26]=[C:25]([C:28]([NH:30][NH2:31])=[O:29])[C:24]=2[CH:32]=1)([C:14]([CH3:17])([CH3:16])[CH3:15])([C:8]1[CH:13]=[CH:12][CH:11]=[CH:10][CH:9]=1)[C:2]1[CH:7]=[CH:6][CH:5]=[CH:4][CH:3]=1.N1([C:47](N2C=CN=C2)=[O:48])C=CN=C1.CCN(C(C)C)C(C)C>C1COCC1.C(OCC)(=O)C>[Si:1]([O:18][CH2:19][C:20]1[C:21]([N:34]2[CH2:35][C@H:36]([CH3:41])[O:37][C@H:38]([CH3:40])[CH2:39]2)=[C:22]([F:33])[C:23]2[O:27][N:26]=[C:25]([C:28]3[O:29][C:47](=[O:48])[NH:31][N:30]=3)[C:24]=2[CH:32]=1)([C:14]([CH3:15])([CH3:16])[CH3:17])([C:2]1[CH:3]=[CH:4][CH:5]=[CH:6][CH:7]=1)[C:8]1[CH:9]=[CH:10][CH:11]=[CH:12][CH:13]=1. Procedure: 5-((tert-Butyldiphenylsilyloxy)methyl)-6-((2R,6S)-2,6-dimethylmorpholino)-7-fluorobenzo[d]isoxazole-3-carbohydrazide (Intermediate 207, 490 mg, 0.85 mmol) and di(1H-imidazol-1-yl)methanone (207 mg, 1.27 mmol) were dissolved in 8 ml of THF and was treated with DIEA (297 μl, 1.70 mmol) at room temperature for 16 hours. Reaction diluted with ethyl acetate and quenched with aq. Ammonium chloride solution. Organic layer was separated and washed with water, dried over sodium sulfate and concentrated t...